From a dataset of the Open Reaction Database (ORD), a public repository of structured organic reaction records. describe an organic reaction: reactants, conditions, products, and yield The reactants are O=C(O)C1COCN1C(=O)OCc1ccccc1, CO, O=S(Cl)Cl. Product: COC(=O)C1COCN1C(=O)OCc1ccccc1. As a reaction SMILES: [CH2:1]([c:2]1[cH:3][cH:4][cH:5][cH:6][cH:7]1)[O:8][C:9](=[O:10])[N:11]1[CH2:12][O:13][CH2:14][CH:15]1[C:16](=[O:17])[OH:18].[CH3:23][OH:24].[S:19]([Cl:20])([Cl:21])=[O:22]>>[CH2:1]([c:2]1[cH:3][cH:4][cH:5][cH:6][cH:7]1)[O:8][C:9](=[O:10])[N:11]1[CH2:12][O:13][CH2:14][CH:15]1[C:16]([O:17][CH3:23])=[O:18]. The reactants are COC=1C=C(N)C=CC1N1C=NC(=C1)C (3-Methoxy-4-(4-methyl-1H-imidazol-1-yl)aniline), ClC1=NC(=C(C(=N1)OCC(F)(F)F)C)COCC(F)(F)F (2-chloro-5-methyl-4-(2,2,2-trifluoroethoxy)-6-((2,2,2-trifluoroethoxy)methyl)pyrimidine), C1(CCCCC1)P(C1=C(C=CC=C1)C1=CC=CC=C1)C1CCCCC1 (2-(dicyclohexylphosphino)biphenyl), C([O-])([O-])=O.[Cs+].[Cs+] (cesium carbonate). Reagents/catalysts: C(C)(=O)[O-].[Pd+2].C(C)(=O)[O-] (palladium(II) acetate). Solvent: O1CCOCC1 (dioxane). Conditions: temperature 120 celsius. Product: COC=1C=C(C=CC1N1C=NC(=C1)C)NC1=NC(=C(C(=N1)OCC(F)(F)F)C)COCC(F)(F)F (N-(3-Methoxy-4-(4-methyl-1H-imidazol-1-yl)phenyl)-5-methyl-4-(2,2,2-trifluoroethoxy)-6-((2,2,2-trifluoroethoxy)methyl)pyrimidin-2-amine). The yield is 83.5%. RXN SMILES: [CH3:1][O:2][C:3]1[CH:4]=[C:5]([CH:7]=[CH:8][C:9]=1[N:10]1[CH:14]=[C:13]([CH3:15])[N:12]=[CH:11]1)[NH2:6].Cl[C:17]1[N:22]=[C:21]([O:23][CH2:24][C:25]([F:28])([F:27])[F:26])[C:20]([CH3:29])=[C:19]([CH2:30][O:31][CH2:32][C:33]([F:36])([F:35])[F:34])[N:18]=1.C1(P(C2CCCCC2)C2C=CC=CC=2C2C=CC=CC=2)CCCCC1.C(=O)([O-])[O-].[Cs+].[Cs+]>O1CCOCC1.C([O-])(=O)C.[Pd+2].C([O-])(=O)C>[CH3:1][O:2][C:3]1[CH:4]=[C:5]([NH:6][C:17]2[N:22]=[C:21]([O:23][CH2:24][C:25]([F:28])([F:26])[F:27])[C:20]([CH3:29])=[C:19]([CH2:30][O:31][CH2:32][C:33]([F:36])([F:34])[F:35])[N:18]=2)[CH:7]=[CH:8][C:9]=1[N:10]1[CH:14]=[C:13]([CH3:15])[N:12]=[CH:11]1 |f:3.4.5,7.8.9|. Reported procedure: 3-Methoxy-4-(4-methyl-1H-imidazol-1-yl)aniline (0.066 g, 0.32 mmol), 2-chloro-5-methyl-4-(2,2,2-trifluoroethoxy)-6-((2,2,2-trifluoroethoxy)methyl)pyrimidine (0.11 g, 0.32 mmol), palladium(II) acetate (11 mg, 0.05 mmol), 2-(dicyclohexylphosphino)biphenyl (0.017 g, 0.05 mmol) and cesium carbonate (0.212 g, 0.65 mmol) were mixed in dioxane (3 mL). The vial was capped, evacuated and flushed with nitrogen. The mixture was heated by microwave irradiation at 120° C. for 1.5 h. The mixture was filtered ...